This data is from the Open Reaction Database (ORD), a public repository of structured organic reaction records. The task is: describe an organic reaction: reactants, conditions, products, and yield Starting materials: C(C)OC(CN1C=CC2=CC=C(C=C12)OCCCC#CC1=CC=C(C=C1)OC(F)(F)F)=O ({6-[5-(4-trifluoromethoxy-phenyl)-pent-4-ynyloxy]-indol-1-yl}-acetic acid ethyl ester), [Li+].[OH-] (LiOH). Solvent: C1CCOC1.CO (THF methanol). Run at time 14 hour. Product: FC(OC1=CC=C(C=C1)C#CCCCOC1=CC=C2C=CN(C2=C1)CC(=O)O)(F)F ({6-[5-(4-Trifluoromethoxy-phenyl)-pent-4-ynyloxy]-indol-1-yl}-acetic acid). Yield: 100.0%. Reaction SMILES: C([O:3][C:4](=[O:32])[CH2:5][N:6]1[C:14]2[C:9](=[CH:10][CH:11]=[C:12]([O:15][CH2:16][CH2:17][CH2:18][C:19]#[C:20][C:21]3[CH:26]=[CH:25][C:24]([O:27][C:28]([F:31])([F:30])[F:29])=[CH:23][CH:22]=3)[CH:13]=2)[CH:8]=[CH:7]1)C.[Li+].[OH-]>C1COCC1.CO>[F:30][C:28]([F:29])([F:31])[O:27][C:24]1[CH:23]=[CH:22][C:21]([C:20]#[C:19][CH2:18][CH2:17][CH2:16][O:15][C:12]2[CH:13]=[C:14]3[C:9]([CH:8]=[CH:7][N:6]3[CH2:5][C:4]([OH:32])=[O:3])=[CH:10][CH:11]=2)=[CH:26][CH:25]=1 |f:1.2,3.4|. Procedure: To a solution of {6-[5-(4-trifluoromethoxy-phenyl)-pent-4-ynyloxy]-indol-1-yl}-acetic acid ethyl ester (30 mg, 67 μmol) in THF/methanol 2/1 (1.5 ml) was added 1 N aqueous LiOH solution (400 μl). The reaction mixture was stirred for 14 h at ambient temperature and concentrated under reduced pressure. The residue was dissolved in 1 N HCl/ice water 1/1 and ethyl acetate, the layers were separated and the aqueous layer was extracted with ethyl acetate. The combined organic layers were washed with ic... The reactants are CCCCCC#N, CC(C)(N)CN, S=C=S. Yields the product CCCCCC1=NC(C)(C)CN1. RXN SMILES: [C:7]([CH2:8][CH2:9][CH2:10][CH2:11][CH3:12])#[N:13].[NH2:1][CH2:2][C:3]([CH3:4])([CH3:5])[NH2:6].[S:14]=[C:15]=[S:16]>>[NH:1]1[CH2:2][C:3]([CH3:4])([CH3:5])[N:6]=[C:7]1[CH2:8][CH2:9][CH2:10][CH2:11][CH3:12]. The reactants are Cl.Cl.FCC(C(=O)OC)(CCCN)N (methyl 2-fluoromethyl-2,5-diaminopentanoate dihydrochloride), C[O-].[Na+] (sodium methylate). Solvent: CO (methanol), CO (methanol). Run at time 1 hour. The product is NC1(C(NCCC1)=O)CF (3-amino-3-fluoromethyl-2-piperidone). Isolated yield 68.7%. RXN SMILES: Cl.Cl.[F:3][CH2:4][C:5]([NH2:14])([CH2:10][CH2:11][CH2:12][NH2:13])[C:6](OC)=[O:7].C[O-].[Na+]>CO>[NH2:14][C:5]1([CH2:4][F:3])[CH2:10][CH2:11][CH2:12][NH:13][C:6]1=[O:7] |f:0.1.2,3.4|. Procedure: To a solution of methyl 2-fluoromethyl-2,5-diaminopentanoate dihydrochloride (2.5 g) in methanol (30 ml) is added under nitrogen a solution of sodium methylate (prepared from 0.46 g of sodium) in methanol (20 ml). The reaction mixture is stirred for 1 hour at room temperature and then concentrated in vacuo. The residue is taken up in CH2Cl2. The insoluble material is removed by filtration, and the filtrate is concentrated to give 1 g of 3-amino-3-fluoromethyl-2-piperidone: m.p. 132° C. (from CH2... The reactants are OC1=CC=C(C=C1)CCCN1C=NC=C1 (1-[3-(4-hydroxyphenyl)propyl]imidazole), ClCC=1N=C(OC1C)C=1SC=CC1 (4-chloromethyl-5-methyl-2-(2-thienyl)oxazole). Product: N1(C=NC=C1)CCCC1=CC=C(OCC=2N=C(OC2C)C=2SC=CC2)C=C1 (4-[4-[3-(1-imidazolyl)propyl]phenoxymethyl]-5-methyl-2-(2-thienyl)oxazole). Isolated yield 84.0%. Reaction SMILES: [OH:1][C:2]1[CH:7]=[CH:6][C:5]([CH2:8][CH2:9][CH2:10][N:11]2[CH:15]=[CH:14][N:13]=[CH:12]2)=[CH:4][CH:3]=1.Cl[CH2:17][C:18]1[N:19]=[C:20]([C:24]2[S:25][CH:26]=[CH:27][CH:28]=2)[O:21][C:22]=1[CH3:23]>>[N:11]1([CH2:10][CH2:9][CH2:8][C:5]2[CH:6]=[CH:7][C:2]([O:1][CH2:17][C:18]3[N:19]=[C:20]([C:24]4[S:25][CH:26]=[CH:27][CH:28]=4)[O:21][C:22]=3[CH3:23])=[CH:3][CH:4]=2)[CH:15]=[CH:14][N:13]=[CH:12]1. Reported procedure: In substantially the same manner as in Working Example 72, 1-[3-(4-hydroxyphenyl)propyl]imidazole was allowed to react with 4-chloromethyl-5-methyl-2-(2-thienyl)oxazole to give 4-[4-[3-(1-imidazolyl)propyl]phenoxymethyl]-5-methyl-2-(2-thienyl)oxazole. The yield was 84%. Recrystallization from acetone-isopropyl ether gave colorless prisms, mp 102-103° C.